Dataset: the Open Reaction Database (ORD), a public repository of structured organic reaction records. Task: describe an organic reaction: reactants, conditions, products, and yield Starting materials: C1=C(C=CC2=CC=CC=C12)[Mg]Br (2-naphthyl magnesium bromide), C1(CCC1)=O (cyclobutanone), Cl (hydrochloric acid). Procedure: To a mixture of 23.1 g. of 2-naphthyl magnesium bromide and 250 ml. of diethyl ether, 7 g. of cyclobutanone are slowly added. After the addition, the mixture is refluxed for one hour, cooled, acidified with aqueous hydrochloric acid and filtered. The product was isolated by methylene chloride extraction to furnish 2-(1'-hydroxycyclobutyl)-napthalene. The product is hydrogenated in 200 ml. of ethanol with a molar equivalent of hydrogen in the presence of 50 g. of Raney nickel; the reaction mixtur... Solvent: C(C)OCC (diethyl ether). As a reaction SMILES: [CH:1]1[C:10]2[C:5](=[CH:6][CH:7]=[CH:8][CH:9]=2)[CH:4]=[CH:3][C:2]=1[Mg]Br.[C:13]1(=[O:17])[CH2:16][CH2:15][CH2:14]1.Cl>C(OCC)C>[OH:17][C:13]1([C:2]2[CH:3]=[CH:4][C:5]3[C:10](=[CH:9][CH:8]=[CH:7][CH:6]=3)[CH:1]=2)[CH2:16][CH2:15][CH2:14]1. The product is OC1(CCC1)C1=CC2=CC=CC=C2C=C1 (2-(1'-hydroxycyclobutyl)-napthalene). Reactants: CC(=O)O, C1CCC2(CC1)CCNCC2, O=CC1CC1, CC(Cl)Cl. The product is C1CCC2(CC1)CCN(CC1CC1)CC2. As a reaction SMILES: [C:17]([OH:18])(=[O:19])[CH3:20].[CH2:1]1[CH2:2][NH:3][CH2:4][CH2:5][C:6]12[CH2:7][CH2:8][CH2:9][CH2:10][CH2:11]2.[CH:12]1([CH:15]=[O:16])[CH2:13][CH2:14]1.[Cl:21][CH:22]([Cl:23])[CH3:24]>>[CH2:1]1[CH2:2][N:3]([CH2:15][CH:12]2[CH2:13][CH2:14]2)[CH2:4][CH2:5][C:6]12[CH2:7][CH2:8][CH2:9][CH2:10][CH2:11]2. Starting materials: FC1(C(CC1(F)F)(C(=O)Cl)C)F (2,2,3,3-tetrafluoro-1-methylcyclobutanecarbonyl chloride), NNC(=S)N (thiosemicarbazide). Solvent: O1CCOCC1 (dioxane). Reaction conditions: temperature 90 celsius. The product is FC1(C(CC1(F)F)(C)C1=NN=C(S1)N)F (5-(2,2,3,3-tetrafluoro-1-methylcyclobutyl)-1,3,4-thiadiazol-2-amine). Reaction SMILES: [F:1][C:2]1([F:12])[C:5]([F:7])([F:6])[CH2:4][C:3]1([CH3:11])[C:8](Cl)=O.[NH2:13][NH:14][C:15]([NH2:17])=[S:16]>O1CCOCC1>[F:1][C:2]1([F:12])[C:5]([F:7])([F:6])[CH2:4][C:3]1([C:8]1[S:16][C:15]([NH2:17])=[N:14][N:13]=1)[CH3:11]. Procedure details: A mixture of 2,2,3,3-tetrafluoro-1-methylcyclobutanecarbonyl chloride (ABCR) (2 g, 9.78 mmol) and thiosemicarbazide (Aldrich) (0.891 g, 9.78 mmol) in 10 mL of dioxane was heated at 90° C. for 12 h. The solvent was evaporated under reduced pressure. The residue was dissolved in dichloromethane and washed with saturated NaHCO3. The organic extract was dried over Na2SO4 and concentrated. The residue was purified by flash chromatography on SiO2 (2% methanol in dichloromethane) to give the title comp... Starting materials: C(C)OCC (diethylether), Cl (HCl), C(C)(C)(C)OC(=O)N[C@H](C(=O)N1CCOCC1)C1=CC=CC=C1 (N-(tert-butoxycarbonyl)-(1S)-2-morpholin-4-yl-2-oxo-1-phenylethylamine). Run in O1CCOCC1 (dioxane), O1CCOCC1 (dioxane). Yields the product Cl.N1(CCOCC1)C([C@H](C1=CC=CC=C1)N)=O ((1S)-2-morpholin-4-yl-2-oxo-1-phenylethylamine hydrochloride). Isolated yield 90.0%. As a reaction SMILES: C(OC([NH:8][C@@H:9]([C:18]1[CH:23]=[CH:22][CH:21]=[CH:20][CH:19]=1)[C:10]([N:12]1[CH2:17][CH2:16][O:15][CH2:14][CH2:13]1)=[O:11])=O)(C)(C)C.[ClH:24].C(OCC)C>O1CCOCC1>[ClH:24].[N:12]1([C:10](=[O:11])[C@@H:9]([NH2:8])[C:18]2[CH:23]=[CH:22][CH:21]=[CH:20][CH:19]=2)[CH2:17][CH2:16][O:15][CH2:14][CH2:13]1 |f:4.5|. Procedure: 1.327 g of N-(tert-butoxycarbonyl)-(1S)-2-morpholin-4-yl-2-oxo-1-phenylethylamine was dissolved in 15 mL of dioxane and treated with 3.5 mL of HCl 4 M in dioxane overnight. The solvent was removed and the solid was triturated with diethylether yielding 920 mg of the product (yield 90%). The reactants are CC1=NCCC2=CC=CC=C12 (1-methyl-3,4-dihydroisoquinoline), ClCCC1=CC=CC=C1 (2-chloroethylbenzene). Reagents/catalysts: [Pd] (palladium-on-carbon). Run in C(C)O (ethanol). Conditions: time 2 hour. Yields the product CC1NCCC2=CC=CC=C12 (1-methyl-1,2,3,4-tetrahydroisoquinoline). The yield is 96.6%. Reaction SMILES: [CH3:1][C:2]1[C:11]2[C:6](=[CH:7][CH:8]=[CH:9][CH:10]=2)[CH2:5][CH2:4][N:3]=1.ClCCC1C=CC=CC=1>[Pd].C(O)C>[CH3:1][CH:2]1[C:11]2[C:6](=[CH:7][CH:8]=[CH:9][CH:10]=2)[CH2:5][CH2:4][NH:3]1. Reported procedure: A reaction vessel was charged with 2723 ml acetonitrile which was held under a nitrogen blanket. With the reaction vessel cooled in an ice bath, 1888.5 g stannic chloride was added gradually below the surface of the acetonitrile with stirring over a period of 2 hours 20 minutes. During the addition period, the temperature of the reaction mixture varied between 3° C. and 39° C. The mixture was allowed to stand overnight at room temperature. With the reaction mixture at 22° C., 916 g 2-chloroethyl... Reactants: C(CC)OCCCCCC1=CC=C(C=C1)C1=NC=C(C=N1)O (2-[4-(5-[propyloxy]-1-pentyl)phenyl]-5-hydroxypyrimidine), C(C\C=C/CCCC)O ((Z)-3-octen-1-ol), N(=NC(=O)OCC)C(=O)OCC (diethyl azodicarboxylate), C1(=CC=CC=C1)P(C1=CC=CC=C1)C1=CC=CC=C1 (triphenylphosphine). Run in O1CCCC1 (tetrahydrofuran). Conditions: time 8 hour. The product is C(CC)OCCCCCC1=CC=C(C=C1)C1=NC=C(C=N1)OCC\C=C/CCCC (2-[4-(5-[propyloxy]-1-pentyl)phenyl]-5-([(Z)-3-octenyl]oxy)pyrimidine). RXN SMILES: [CH2:1]([O:4][CH2:5][CH2:6][CH2:7][CH2:8][CH2:9][C:10]1[CH:15]=[CH:14][C:13]([C:16]2[N:21]=[CH:20][C:19]([OH:22])=[CH:18][N:17]=2)=[CH:12][CH:11]=1)[CH2:2][CH3:3].[CH2:23](O)[CH2:24]/[CH:25]=[CH:26]\[CH2:27][CH2:28][CH2:29][CH3:30].N(C(OCC)=O)=NC(OCC)=O.C1(P(C2C=CC=CC=2)C2C=CC=CC=2)C=CC=CC=1>O1CCCC1>[CH2:1]([O:4][CH2:5][CH2:6][CH2:7][CH2:8][CH2:9][C:10]1[CH:15]=[CH:14][C:13]([C:16]2[N:21]=[CH:20][C:19]([O:22][CH2:23][CH2:24]/[CH:25]=[CH:26]\[CH2:27][CH2:28][CH2:29][CH3:30])=[CH:18][N:17]=2)=[CH:12][CH:11]=1)[CH2:2][CH3:3]. Procedure details: A mixture of 0.5 g of 2-[4-(5-[propyloxy]-1-pentyl)phenyl]-5-hydroxypyrimidine, 0.3 g of (Z)-3-octen-1-ol, 0.4 g of diethyl azodicarboxylate, 0.6 g of triphenylphosphine and 25 ml of absolute tetrahydrofuran was stirred at room temperature overnight and then concentrated. The residue was suspended with 50 ml of hot hexane and filtered. The filtrate was concentrated. Chromatography of the residue on silica gel with toluene/hexane (vol. 1:1) and recrystallization from methanol gave pure 2-[4-(5-[p... The reactants are C([O-])(O)=O.[K+] (potassium bicarbonate), [H][H] (hydrogen), mixture, [H][H] (hydrogen), [N+](=O)([O-])C1=CC=C(COC(=O)[C@H]2[C@](S[C@H]3N2C([C@H]3NC(=O)OCC3=CC=C(C=C3)[N+](=O)[O-])=O)(C)COC(N)=O)C=C1 ((2R,3S,5R,6R) 6-(4-nitrobenzyloxycarbonyl)amino-2-carbamoyloxymethyl-2-methylpenam-3-carboxylic acid p-nitrobenzyl ester). The reagents and catalysts are [Pd] (palladium on charcoal). Solvent: C(C)(=O)OCC (ethyl acetate). The product is N[C@H]1[C@@H]2N([C@H]([C@](S2)(C)COC(N)=O)C(=O)O)C1=O ((2R,3S,5R,6R)6-Amino-2-carbamoyloxymethyl-2-methylpenam-3-carboxylic Acid). Isolated yield 66.0%. RXN SMILES: C(=O)(O)[O-].[K+].[H][H].[N+](C1C=CC(C[O:16][C:17]([C@@H:19]2[N:23]3[C:24](=[O:40])[C@@H:25]([NH:26]C(OCC4C=CC([N+]([O-])=O)=CC=4)=O)[C@H:22]3[S:21][C@:20]2([CH2:42][O:43][C:44](=[O:46])[NH2:45])[CH3:41])=[O:18])=CC=1)([O-])=O>[Pd].C(OCC)(=O)C>[NH2:26][C@@H:25]1[C:24](=[O:40])[N:23]2[C@@H:19]([C:17]([OH:18])=[O:16])[C@@:20]([CH2:42][O:43][C:44](=[O:46])[NH2:45])([CH3:41])[S:21][C@H:22]12 |f:0.1|. Procedure: A suspension of 10% palladium on charcoal (0.50 g) in ethyl acetate (25 ml) and aqueous potassium bicarbonate (0.4%, 22.5 ml, 0.10 g inorganics) was prehydrogenated at 50 psi hydrogen for 15 minutes. The suspension was charged under nitrogen with (2R,3S,5R,6R) 6-(4-nitrobenzyloxycarbonyl)amino-2-carbamoyloxymethyl-2-methylpenam-3-carboxylic acid p-nitrobenzyl ester (0.54 g, 0.9 mmol) and the whole was shaken at 50 psi hydrogen pressure for 1.2 hours. The mixture (pH 5.0) was centrifuged and the ...